From a dataset of the Open Reaction Database (ORD), a public repository of structured organic reaction records. describe an organic reaction: reactants, conditions, products, and yield Reported procedure: Compound 17 was prepared in a manner similar to that of compound 16 substituting 2,6-difluorobenzyl chloride for 4-methoxybenzyl chloride. (M+1)=432.2 As a reaction SMILES: [CH3:1][C:2]1[CH:7]=[CH:6][CH:5]=[C:4]([CH3:8])[C:3]=1[NH:9][C:10](=[O:31])[CH2:11][N:12]1[CH2:17][CH2:16][N:15]([CH2:18][CH:19]([OH:30])[CH2:20]CC2C=CC(OC)=CC=2)[CH2:14][CH2:13]1.[F:32][C:33]1[CH:40]=[CH:39][CH:38]=[C:37]([F:41])[C:34]=1[CH2:35]Cl.COC1C=CC(CCl)=CC=1>>[F:32][C:33]1[CH:40]=[CH:39][CH:38]=[C:37]([F:41])[C:34]=1[CH2:35][CH2:20][CH:19]([OH:30])[CH2:18][N:15]1[CH2:16][CH2:17][N:12]([CH2:11][C:10]([NH:9][C:3]2[C:4]([CH3:8])=[CH:5][CH:6]=[CH:7][C:2]=2[CH3:1])=[O:31])[CH2:13][CH2:14]1. Yields the product FC1=C(C(=CC=C1)F)CCC(CN1CCN(CC1)CC(=O)NC1=C(C=CC=C1C)C)O (2-{4-[4-(2,6-difluorophenyl)-2-hydroxybutyl]piperazinyl}-N-(2,6-dimethylphenyl)acetamide). Reactants: CC1=C(C(=CC=C1)C)NC(CN1CCN(CC1)CC(CCC1=CC=C(C=C1)OC)O)=O (N-(2,6-dimethylphenyl)-2-{4-[4-(4-methoxyphenyl)-2-hydroxybutyl]piperazinyl}acetamide), FC1=C(CCl)C(=CC=C1)F (2,6-difluorobenzyl chloride), COC1=CC=C(CCl)C=C1 (4-methoxybenzyl chloride).